Dataset: the Open Reaction Database (ORD), a public repository of structured organic reaction records. Task: describe an organic reaction: reactants, conditions, products, and yield Starting materials: C1CCOC1, [Li]CCCC, CI, CC(C)[N-]C(C)C, CC(C)NC(C)C, Cl, CC1(C)COC(c2cc(F)c(F)c(C(F)(F)F)c2F)=N1, [Li+]. Yields the product Cc1c(F)c(F)c(C(F)(F)F)c(F)c1C1=NC(C)(C)CO1. As a reaction SMILES: [CH2:44]1[O:45][CH2:46][CH2:47][CH2:48]1.[CH2:8]([Li:9])[CH2:10][CH2:11][CH3:12].[CH3:41][I:42].[CH:13]([N-:14][CH:15]([CH3:16])[CH3:17])([CH3:18])[CH3:19].[CH:1]([NH:2][CH:3]([CH3:4])[CH3:5])([CH3:6])[CH3:7].[ClH:43].[F:21][c:22]1[c:23]([C:34]2=[N:38][C:37]([CH3:39])([CH3:40])[CH2:36][O:35]2)[cH:24][c:25]([F:33])[c:26]([F:32])[c:27]1[C:28]([F:29])([F:30])[F:31].[Li+:20]>>[CH3:1][c:24]1[c:23]([C:34]2=[N:38][C:37]([CH3:39])([CH3:40])[CH2:36][O:35]2)[c:22]([F:21])[c:27]([C:28]([F:29])([F:30])[F:31])[c:26]([F:32])[c:25]1[F:33]. Starting materials: ClC=1C=CC2=C([C@H](O[C@@H](C(N2CCCCI)=O)CC(=O)OCC)C2=CC=CC3=CC=CC=C23)C1 (Ethyl trans-7-chloro-5-(1-naphthyl)-1-(4-iodobutyl)-2-oxo-1,2,3,5-tetrahydro-4,1-benzoxazepine-3-acetate), Cl (hydrochloric acid), C[Al](C)C (Trimethylaluminium), [Cl-].[NH4+] (ammonium chloride). Solvent: C1(=CC=CC=C1)C (toluene), C(C)(=O)OCC (Ethyl acetate). Reaction conditions: temperature 85 celsius, time 1 hour. Product: ClC=1C=CC2=C([C@H](O[C@@H](C(N2CCCCI)=O)CC#N)C2=CC=CC3=CC=CC=C23)C1 (Trans-7-chloro-5-(1 -naphthyl)-1 -(4-iodobutyl)-2-oxo-1,2,3,5-tetrahydro-4,1-benzoxazepine-3-acetonitrile). Isolated yield 33.7%. As a reaction SMILES: C[Al](C)C.[Cl-].[NH4+:6].[Cl:7][C:8]1[CH:9]=[CH:10][C:11]2[N:17]([CH2:18][CH2:19][CH2:20][CH2:21][I:22])[C:16](=[O:23])[C@@H:15]([CH2:24][C:25](OCC)=O)[O:14][C@H:13]([C:30]3[C:39]4[C:34](=[CH:35][CH:36]=[CH:37][CH:38]=4)[CH:33]=[CH:32][CH:31]=3)[C:12]=2[CH:40]=1.Cl>C1(C)C=CC=CC=1.C(OCC)(=O)C>[Cl:7][C:8]1[CH:9]=[CH:10][C:11]2[N:17]([CH2:18][CH2:19][CH2:20][CH2:21][I:22])[C:16](=[O:23])[C@@H:15]([CH2:24][C:25]#[N:6])[O:14][C@H:13]([C:30]3[C:39]4[C:34](=[CH:35][CH:36]=[CH:37][CH:38]=4)[CH:33]=[CH:32][CH:31]=3)[C:12]=2[CH:40]=1 |f:1.2|. Reported procedure: Trimethylaluminium (2M in toluene, 15.0 ml, 30.1 mmol) was added dropwise to a suspension of ammonium chloride (1.6 g, 30.1 mmol) in toluene (25 ml) at ice bath temperature under a nitrogen atmosphere. The resulting solution was stirred for 1 hour. Ethyl trans-7-chloro-5-(1-naphthyl)-1-(4-iodobutyl)-2-oxo-1,2,3,5-tetrahydro-4,1-benzoxazepine-3-acetate (5.1 g, 8.6 mmol) was added as a solid and the solution heated at 85° C. for 18 hours. The solution was cooled and acidified with 2 N hydrochloric... The reactants are BrC1=CC=C(C=C1)C1=C(C(=NO1)C)C=O (5-(4-Bromo-phenyl)-3-methyl-isoxazole-4-carb aldehyde), C(C1=CC=CC=C1)C=1OC=NN1 (2-benzyl-[1,3,4]oxadiazole). Yields the product C(C1=CC=CC=C1)C1=NN=C(O1)C(O)C=1C(=NOC1C1=CC=C(C=C1)Br)C ((5-Benzyl-[1,3,4]oxadiazol-2-yl)-[5-(4-bromo-phenyl)-3-methyl-isoxazol-4-yl]-methanol). RXN SMILES: [Br:1][C:2]1[CH:7]=[CH:6][C:5]([C:8]2[O:12][N:11]=[C:10]([CH3:13])[C:9]=2[CH:14]=[O:15])=[CH:4][CH:3]=1.[CH2:16]([C:23]1[O:24][CH:25]=[N:26][N:27]=1)[C:17]1[CH:22]=[CH:21][CH:20]=[CH:19][CH:18]=1>>[CH2:16]([C:23]1[O:24][C:25]([CH:14]([C:9]2[C:10]([CH3:13])=[N:11][O:12][C:8]=2[C:5]2[CH:4]=[CH:3][C:2]([Br:1])=[CH:7][CH:6]=2)[OH:15])=[N:26][N:27]=1)[C:17]1[CH:18]=[CH:19][CH:20]=[CH:21][CH:22]=1. Procedure: Prepared according to the procedure described in Example 30, Step 1, using 5-(4-Bromo-phenyl)-3-methyl-isoxazole-4-carb aldehyde and 2-benzyl-[1,3,4]oxadiazole. The reactants are CC(C)=O, O=Cc1ccccc1O, ClCc1cccc(OCc2ccc3ccccc3n2)c1, Cl, [K+], [K+], O=C([O-])[O-], O. The product is O=Cc1ccccc1OCc1cccc(OCc2ccc3ccccc3n2)c1. Reaction SMILES: [CH3:38][C:39](=[O:40])[CH3:41].[CH:22](=[O:23])[c:24]1[cH:25][cH:26][cH:27][cH:28][c:29]1[OH:30].[Cl:2][CH2:3][c:4]1[cH:5][c:6]([O:7][CH2:8][c:9]2[n:10][c:11]3[cH:12][cH:13][cH:14][cH:15][c:16]3[cH:17][cH:18]2)[cH:19][cH:20][cH:21]1.[ClH:1].[K+:31].[K+:32].[O-:33][C:34]([O-:35])=[O:36].[OH2:37]>>[CH2:3]([c:4]1[cH:5][c:6]([O:7][CH2:8][c:9]2[n:10][c:11]3[cH:12][cH:13][cH:14][cH:15][c:16]3[cH:17][cH:18]2)[cH:19][cH:20][cH:21]1)[O:30][c:29]1[c:24]([CH:22]=[O:23])[cH:25][cH:26][cH:27][cH:28]1. The reactants are NC=1SC=C(N1)C(C)CC (2-Amino-4-(2-butyl)thiazole), C(C)OC=C(C(=O)OCC)C(=O)OCC (diethyl ethoxymethylenemalonate). Product: C(=O)(OCC)C(=CNC=1SC=C(N1)C(C)CC)C(=O)OCC (2-(2,2-dicarbethoxyethenylamino)-4-(2-butyl)thiazole). Yield: 99.9%. RXN SMILES: [NH2:1][C:2]1[S:3][CH:4]=[C:5]([CH:7]([CH2:9][CH3:10])[CH3:8])[N:6]=1.C(O[CH:14]=[C:15]([C:21]([O:23][CH2:24][CH3:25])=[O:22])[C:16]([O:18][CH2:19][CH3:20])=[O:17])C>>[C:21]([C:15]([C:16]([O:18][CH2:19][CH3:20])=[O:17])=[CH:14][NH:1][C:2]1[S:3][CH:4]=[C:5]([CH:7]([CH2:9][CH3:10])[CH3:8])[N:6]=1)([O:23][CH2:24][CH3:25])=[O:22]. Reported procedure: 2-Amino-4-(2-butyl)thiazole (8.44 g., 54 mmoles) and diethyl ethoxymethylenemalonate (11.7 g., 54 mmoles) were combined and heated on a steam bath for 1 hour and cooled to yield 2-(2,2-dicarbethoxyethenylamino)-4-(2-butyl)thiazole (17.6 g., Rf 0.75 on silica gel thin layer chromatography with chloroform/1% ethanol as eluant). Reactants: CO, CCCCCC, CN1CC=C(c2c[nH]c3ccc(N)cc23)CC1. The product is CN1CCC(c2c[nH]c3ccc(N)cc23)CC1. RXN SMILES: [CH3:18][OH:19].[CH3:20][CH2:21][CH2:22][CH2:23][CH2:24][CH3:25].[NH2:1][c:2]1[cH:3][c:4]2[c:5]([C:11]3=[CH:16][CH2:15][N:14]([CH3:17])[CH2:13][CH2:12]3)[cH:6][nH:7][c:8]2[cH:9][cH:10]1>>[NH2:1][c:2]1[cH:3][c:4]2[c:5]([CH:11]3[CH2:12][CH2:13][N:14]([CH3:17])[CH2:15][CH2:16]3)[cH:6][nH:7][c:8]2[cH:9][cH:10]1. The reactants are NS(=O)(=O)NCCC[C@@](O)(C1=CC(=CC=C1)Cl)[C@H]1CN(CCC1)C(=O)OC(C)(C)C ((R)-tert-butyl 3-((S)-4-(aminosulfonylamino)-1-(3-chlorophenyl)-1-hydroxybutyl)piperidine-1-carboxylate), Cl (HCl). Solvent: CC#N (CH3CN). Run at time 24 hour. The product is NS(=O)(=O)NCCC[C@](O)([C@H]1CNCCC1)C1=CC(=CC=C1)Cl ((S)-4-(aminosulfonylamino)-1-(3-chlorophenyl)-1-((R)-piperidin-3-yl)butan-1-ol). RXN SMILES: [NH2:1][S:2]([NH:5][CH2:6][CH2:7][CH2:8][C@:9]([C@@H:18]1[CH2:23][CH2:22][CH2:21][N:20](C(OC(C)(C)C)=O)[CH2:19]1)([C:11]1[CH:16]=[CH:15][CH:14]=[C:13]([Cl:17])[CH:12]=1)[OH:10])(=[O:4])=[O:3].Cl>CC#N>[NH2:1][S:2]([NH:5][CH2:6][CH2:7][CH2:8][C@@:9]([C:11]1[CH:16]=[CH:15][CH:14]=[C:13]([Cl:17])[CH:12]=1)([C@@H:18]1[CH2:23][CH2:22][CH2:21][NH:20][CH2:19]1)[OH:10])(=[O:3])=[O:4]. Reported procedure: A mixture of (R)-tert-butyl 3-((S)-4-(aminosulfonylamino)-1-(3-chlorophenyl)-1-hydroxybutyl)piperidine-1-carboxylate (0.0438 g, 0.095 mmol), CH3CN (35 mL) and 2 N aq HCl (30 mL) was vigorously stirred at rt for 24 h. The solvents were removed in vacuo to give the HCl salt of (S)-4-(aminosulfonylamino)-1-(3-chlorophenyl)-1-((R)-piperidin-3-yl)butan-1-ol, which was used without further purification. LC-MS (3 min) tR=0.93 min, m/z 364, 362 (MH+), 285, 283.